From a dataset of the Open Reaction Database (ORD), a public repository of structured organic reaction records. describe an organic reaction: reactants, conditions, products, and yield The product is c1ccc(CN2CC3SCCC(c4ccccc4)(c4ccccc4)C3C2)cc1. RXN SMILES: [CH:26]([O:27][CH:28]([CH3:29])[CH3:30])([CH3:31])[CH3:32].[Cl-:42].[Cl-:43].[Cl-:44].[Cl-:45].[Cl:39][CH2:40][Cl:41].[Na+:25].[OH-:24].[OH:1][C:2]1([c:18]2[cH:19][cH:20][cH:21][cH:22][cH:23]2)[CH2:3][CH2:4][S:5][CH:6]2[CH2:7][N:8]([CH2:11][c:12]3[cH:13][cH:14][cH:15][cH:16][cH:17]3)[CH2:9][CH:10]12.[Zr+4:46].[cH:33]1[cH:34][cH:35][cH:36][cH:37][cH:38]1>>[C:2]1([c:18]2[cH:19][cH:20][cH:21][cH:22][cH:23]2)([c:33]2[cH:34][cH:35][cH:36][cH:37][cH:38]2)[CH2:3][CH2:4][S:5][CH:6]2[CH2:7][N:8]([CH2:11][c:12]3[cH:13][cH:14][cH:15][cH:16][cH:17]3)[CH2:9][CH:10]12. The reactants are CC(C)OC(C)C, [Cl-], [Cl-], [Cl-], [Cl-], ClCCl, [Na+], [OH-], OC1(c2ccccc2)CCSC2CN(Cc3ccccc3)CC21, [Zr+4], c1ccccc1.